This data is from the Open Reaction Database (ORD), a public repository of structured organic reaction records. The task is: describe an organic reaction: reactants, conditions, products, and yield The reactants are C(C)(C)(C)C1=C(OC2=NC=CC=C2N)C=CC=C1 (2-(2-tert-Butyl-phenoxy)-pyridin-3-ylamine), N(=C=S)C1=CC=C(C=C1)C(C)=O (1-(4-isothiocyanatophenyl)ethanone). The reagents and catalysts are CN(C)C=1C=CN=CC1 (DMAP). Run in C(Cl)Cl (CH2Cl2). The product is C(C)(=O)C1=CC=C(C=C1)NC(=S)NC=1C(=NC=CC1)OC1=C(C=CC=C1)C(C)(C)C (1-(4-Acetylphenyl)-3-(2-(2-tert-butylphenoxy)pyridine-3-yl)thiourea). Yield: 19.7%. Reaction SMILES: [C:1]([C:5]1[CH:18]=[CH:17][CH:16]=[CH:15][C:6]=1[O:7][C:8]1[C:13]([NH2:14])=[CH:12][CH:11]=[CH:10][N:9]=1)([CH3:4])([CH3:3])[CH3:2].[N:19]([C:22]1[CH:27]=[CH:26][C:25]([C:28](=[O:30])[CH3:29])=[CH:24][CH:23]=1)=[C:20]=[S:21]>CN(C1C=CN=CC=1)C.C(Cl)Cl>[C:28]([C:25]1[CH:26]=[CH:27][C:22]([NH:19][C:20]([NH:14][C:13]2[C:8]([O:7][C:6]3[CH:15]=[CH:16][CH:17]=[CH:18][C:5]=3[C:1]([CH3:4])([CH3:2])[CH3:3])=[N:9][CH:10]=[CH:11][CH:12]=2)=[S:21])=[CH:23][CH:24]=1)(=[O:30])[CH3:29]. Procedure: 127.15 mg (0.525 mmol) of 1b were mixed with 92.16 mg (0.525 mmol) of 1-(4-isothiocyanatophenyl)ethanone, 5 mL of CH2Cl2 and 6.61 mg (0.052 mmol) of DMAP and refluxed under Argon for 72 h. 225a was filtered and purified by crystallization in MeOH to yield 43.3 mg of an off-white solid used in the next step without further purification.